From a dataset of the Open Reaction Database (ORD), a public repository of structured organic reaction records. describe an organic reaction: reactants, conditions, products, and yield The reactants are Cl.COC1=CC=C(C=C1)CC(C)NCC (N-[2-(4-methoxyphenyl)-1-methylethyl]ethylamine hydrochloride), C([O-])([O-])=O.[Na+].[Na+] (sodium carbonate), C(C1=CC=CC=C1)OC(=O)N1CCC(CC1)C(=O)Cl (1-benzyloxycarbonylpiperidine-4-carbonyl chloride). Solvent: C1(=CC=CC=C1)C (toluene), O (water), C1(=CC=CC=C1)C (toluene), C(C)(=O)OCC (ethyl acetate). Conditions: temperature 22 celsius, time 16 hour. Product: COC1=CC=C(C=C1)CC(C)N(CC)C(=O)C1CCN(CC1)C(=O)OCC1=CC=CC=C1 (N-[2-(4-methoxyphenyl)-1-methylethyl]-N-ethyl-[1-(benzyloxycarbonyl)piperidin-4-ylcarbonyl]amine). RXN SMILES: Cl.[CH3:2][O:3][C:4]1[CH:9]=[CH:8][C:7]([CH2:10][CH:11]([NH:13][CH2:14][CH3:15])[CH3:12])=[CH:6][CH:5]=1.C(=O)([O-])[O-].[Na+].[Na+].[CH2:22]([O:29][C:30]([N:32]1[CH2:37][CH2:36][CH:35]([C:38](Cl)=[O:39])[CH2:34][CH2:33]1)=[O:31])[C:23]1[CH:28]=[CH:27][CH:26]=[CH:25][CH:24]=1>C1(C)C=CC=CC=1.O.C(OCC)(=O)C>[CH3:2][O:3][C:4]1[CH:9]=[CH:8][C:7]([CH2:10][CH:11]([N:13]([C:38]([CH:35]2[CH2:36][CH2:37][N:32]([C:30]([O:29][CH2:22][C:23]3[CH:24]=[CH:25][CH:26]=[CH:27][CH:28]=3)=[O:31])[CH2:33][CH2:34]2)=[O:39])[CH2:14][CH3:15])[CH3:12])=[CH:6][CH:5]=1 |f:0.1,2.3.4|. Reported procedure: To a mixture of N-[2-(4-methoxyphenyl)-1-methylethyl]ethylamine hydrochloride (2.0 grams, 8.71 mole) and sodium carbonate (3.2 grams, 30 mole) in toluene (75 ml) and water (50 ml) was added dropwise to a solution of 1-benzyloxycarbonylpiperidine-4-carbonyl chloride (2.67 grams, 9.5 mmole) in toluene (25 ml). The reaction mixture was stirred at 22° C. for 16 hours.The mixture was diluted with ethyl acetate (100 ml), the organic phase was dried (anhydrous magnesium sulfate) and concentrated under ... Starting materials: C(CCC)[Li] (n-butyllithium), CC1(OC=2C(S1)=CC=1SC(OC1C2)(C)C)C (2,2,6,6-tetramethylbenzo[1,2-d:5,4-d']-bis(1,3)oxathiole), Cl[Si](C)(C)C (chlorotrimethylsilane). Run in C1CCOC1 (THF). Conditions: time 15 minute. Yields the product C[Si](C1=C2C(SC(O2)(C)C)=CC=2SC(OC21)(C)C)(C)C (8-Trimethylsilyl-2,2,6,6-tetramethylbenzo[1,2-d:5,4-d']-bis(1,3)oxathiole). As a reaction SMILES: [CH3:1][C:2]1([CH3:16])[S:6][C:5]2=[CH:7][C:8]3[S:9][C:10]([CH3:15])([CH3:14])[O:11][C:12]=3[CH:13]=[C:4]2[O:3]1.C([Li])CCC.Cl[Si:23]([CH3:26])([CH3:25])[CH3:24]>C1COCC1>[CH3:24][Si:23]([CH3:26])([CH3:25])[C:13]1[C:4]2[O:3][C:2]([CH3:16])([CH3:1])[S:6][C:5]=2[CH:7]=[C:8]2[S:9][C:10]([CH3:15])([CH3:14])[O:11][C:12]=12. Procedure: The reaction was performed under an argon atmosphere using deoxygenated solvents. 2,2,6,6-tetramethylbenzo[1,2-d:5,4-d']-bis(1,3)oxathiole (6.0 g, 23.6 mmol) was dissolved in dry THF (120 mL). The mixture was cooled on an ice-bath and n-butyllithium (10.8 mL, 2.5M in hexane) was added dropwise over 10 min. After 15 min, chlorotrimethylsilane (6.0 mL, 47.2 mmol) was added dropwise over 5 min. After another 15 min, the reaction mixture was quenched with dietyl ether/aq. NaHCO3, the aqueous layer w... Reactants: C(C)N=C=O (ethylisocyanate), NC1=CC=C(C=C1)C1=CC=C(O1)C(=O)N1CC2CCC(C1)N2C ([5-(4-amino-phenyl)-furan-2-yl]-(8-methyl-3,8-diaza-bicyclo[3.2.1]oct-3-yl)-methanone), [OH-].[Na+] (sodium hydroxide). Run in CO (methanol). Yields the product C(C)NC(=O)NC1=CC=C(C=C1)C=1OC(=CC1)C(=O)N1CC2CCC(C1)N2C (1-Ethyl-3-{4-[5-(8-methyl-3,8-diaza-bicyclo[3.2.1]octane-3-carbonyl)-furan-2-yl]-phenyl}-urea). As a reaction SMILES: [NH2:1][C:2]1[CH:7]=[CH:6][C:5]([C:8]2[O:12][C:11]([C:13]([N:15]3[CH2:21][CH:20]4[N:22]([CH3:23])[CH:17]([CH2:18][CH2:19]4)[CH2:16]3)=[O:14])=[CH:10][CH:9]=2)=[CH:4][CH:3]=1.[CH2:24]([N:26]=[C:27]=[O:28])[CH3:25].[OH-].[Na+]>CO>[CH2:24]([NH:26][C:27]([NH:1][C:2]1[CH:7]=[CH:6][C:5]([C:8]2[O:12][C:11]([C:13]([N:15]3[CH2:21][CH:20]4[N:22]([CH3:23])[CH:17]([CH2:18][CH2:19]4)[CH2:16]3)=[O:14])=[CH:10][CH:9]=2)=[CH:4][CH:3]=1)=[O:28])[CH3:25] |f:2.3|. Procedure: To a mixture of [5-(4-amino-phenyl)-furan-2-yl]-(8-methyl-3,8-diaza-bicyclo[3.2.1]oct-3-yl)-methanone (0.44 g, 1.41 mmol) and methanol (30 ml) was added: ethylisocyanate (291 mg, 4.08 mmol) at −50° C. and then allowed to reach room temperature. Aqueous sodium hydroxide (5 ml, 1M) was added and the mixture was extracted twice with dichloromethane (2×10 ml). Chromatography on silica gel with dichloromethane, 10% methanol and 1% aqueous ammonia as solvent gave the title compound. Yield 519 mg (96%)...